From a dataset of the Open Reaction Database (ORD), a public repository of structured organic reaction records. describe an organic reaction: reactants, conditions, products, and yield Starting materials: NCC=1C(=NC(=C(C1)F)NC1=NNC(=C1)C1CC1)N[C@@H](C)C1=CC=C(C=C1)F ((S)-3-(Aminomethyl)-N6-(5-cyclopropyl-1H-pyrazol-3-yl)-5-fluoro-N2-(1-(4-fluorophenyl)ethyl)pyridine-2,6-diamine), C(C)(=O)O (acetic acid). Run in C1CCOC1.C(Cl)Cl (THF DCM). Conditions: temperature 0 celsius, time 45 minute. Product: C1(CC1)C1=CC(=NN1)NC1=C(C=C(C(=N1)N[C@@H](C)C1=CC=C(C=C1)F)CNC(C)=O)F ((S)—N-((6-(5-Cyclopropyl-1H-pyrazol-3-ylamino)-5-fluoro-2-(1-(4-fluorophenyl)ethylamino)pyridin-3-yl)methyl)acetamide). The yield is 50.0%. Reaction SMILES: [NH2:1][CH2:2][C:3]1[C:4]([NH:19][C@H:20]([C:22]2[CH:27]=[CH:26][C:25]([F:28])=[CH:24][CH:23]=2)[CH3:21])=[N:5][C:6]([NH:10][C:11]2[CH:15]=[C:14]([CH:16]3[CH2:18][CH2:17]3)[NH:13][N:12]=2)=[C:7]([F:9])[CH:8]=1.[C:29](O)(=[O:31])[CH3:30]>C1COCC1.C(Cl)Cl>[CH:16]1([C:14]2[NH:13][N:12]=[C:11]([NH:10][C:6]3[N:5]=[C:4]([NH:19][C@H:20]([C:22]4[CH:23]=[CH:24][C:25]([F:28])=[CH:26][CH:27]=4)[CH3:21])[C:3]([CH2:2][NH:1][C:29](=[O:31])[CH3:30])=[CH:8][C:7]=3[F:9])[CH:15]=2)[CH2:18][CH2:17]1 |f:2.3|. Reported procedure: A round bottom flask was charged with (S)-3-(aminomethyl)-N6-(5-cyclopropyl-1H-pyrazol-3-yl)-5-fluoro-N2-(1-(4-fluorophenyl)ethyl)pyridine-2,6-diamine (Example 3; 0.08 g, 0.2 mmol) and acetic acid loaded TFP resin (1.4 mmol/g loading, 0.2 mmol) in mixture of THF-DCM (1:1, 3 ml) at 0° C. The resulting solution was shaken vigorously at 0° C. for 45 min and filtered. The resulting resin was washed with a THF-DCM solution (1:1, 3×5 ml for 30 min. each). The resulting organic layers were combined and... The reactants are CC=1C=C(C=CC1C)C(C=CN(C)C)=O (3',4'-dimethyl-3-dimethylaminoacrylophenone), NC1=NNC=C1C(=O)OCC (ethyl 3-aminopyrazole-4-carboxylate). The solvent is C(C)(=O)O (acetic acid). Yields the product C1(=CC(=C(C=C1)C)C)C1=CC=NC=2N1N=CC2C(=O)OCC (Ethyl 7-(3,4-xylyl)pyrazolo[1,5-a]pyrimidine-3-carboxylate). RXN SMILES: [CH3:1][C:2]1[CH:3]=[C:4]([C:9](=O)[CH:10]=[CH:11][N:12]([CH3:14])C)[CH:5]=[CH:6][C:7]=1[CH3:8].N[C:17]1[C:21]([C:22]([O:24][CH2:25][CH3:26])=[O:23])=C[NH:19][N:18]=1>C(O)(=O)C>[C:4]1([C:9]2[N:19]3[N:18]=[CH:17][C:21]([C:22]([O:24][CH2:25][CH3:26])=[O:23])=[C:14]3[N:12]=[CH:11][CH:10]=2)[CH:5]=[CH:6][C:7]([CH3:8])=[C:2]([CH3:1])[CH:3]=1. Reported procedure: A mixture of 4.06 g. of 3',4'-dimethyl-3-dimethylaminoacrylophenone and 3.10 g. of ethyl 3-aminopyrazole-4-carboxylate in 25 ml. of glacial acetic acid is refluxed for 6 hours. The desired compound is recovered as in previous examples except that the compound as first observed is amorphous and then crystallizes on standing in the crystallization solvent, m.p. 187°-188° C.